describe an organic reaction: reactants, conditions, products, and yield From a dataset of the Open Reaction Database (ORD), a public repository of structured organic reaction records. Starting materials: IC[C@@H](CC(=O)O)NS(=O)(=O)C1=CC=C(C)C=C1 ((R)-4-iodo-3-(tosylamino)-butanoic acid), [N-]=[N+]=[N-].[Na+] (NaN3). Run in CC#N (CH3CN), O (water). Reaction conditions: temperature 80 celsius, time 6 hour. Yields the product C(C(C)C)OC(C[C@H](CN=[N+]=[N-])NS(=O)(=O)C1=CC=C(C)C=C1)=O ((R)-3-tosylamino-4-azidobutanoic acid isobutylester). Yield: 196.4%. RXN SMILES: I[CH2:2][C@H:3]([NH:8][S:9]([C:12]1[CH:18]=[CH:17][C:15]([CH3:16])=[CH:14][CH:13]=1)(=[O:11])=[O:10])[CH2:4][C:5]([OH:7])=[O:6].[N-:19]=[N+:20]=[N-:21].[Na+]>CC#N.O>[CH2:14]([O:7][C:5](=[O:6])[CH2:4][C@@H:3]([NH:8][S:9]([C:12]1[CH:18]=[CH:17][C:15]([CH3:16])=[CH:14][CH:13]=1)(=[O:11])=[O:10])[CH2:2][N:19]=[N+:20]=[N-:21])[CH:15]([CH3:17])[CH3:16] |f:1.2|. Procedure: To a solution of 1 g of 5b (2.27 mmol) in 10 ml of CH3CN and 2 ml of water, NaN3 (0.592 g, 9.11 mmol) was added. The resulting suspension was stirred at 80° C. for 6 hours, then the solvent was removed under vacuum and the crude residue was diluted with water and extracted twice with ether. The organic layer was dried over anhydrous Na2SO4, and finally evaporated to obtain 0.790 g of crude product as a light yellow wax which was used without further purification with a yield of 98%; RXN SMILES: [CH2:28]1[CH2:29][CH2:30][NH:31][CH2:32][CH2:33]1.[CH3:34][C:35](=[O:36])[OH:37].[CH3:38][CH2:39][OH:40].[CH:1](=[O:2])[c:3]1[nH:4][c:5]2[c:10]([c:11]1[CH2:12][CH2:13][C:14](=[O:15])[OH:16])[CH2:9][CH2:8][CH2:7][CH2:6]2.[Cl:17][c:18]1[cH:19][cH:20][c:21]2[c:25]([cH:26]1)[NH:24][C:23](=[O:27])[CH2:22]2>>[CH:1]([c:3]1[nH:4][c:5]2[c:10]([c:11]1[CH2:12][CH2:13][C:14](=[O:15])[OH:16])[CH2:9][CH2:8][CH2:7][CH2:6]2)=[C:22]1[c:21]2[cH:20][cH:19][c:18]([Cl:17])[cH:26][c:25]2[NH:24][C:23]1=[O:27]. Starting materials: C1CCNCC1, CC(=O)O, CCO, O=Cc1[nH]c2c(c1CCC(=O)O)CCCC2, O=C1Cc2ccc(Cl)cc2N1. Product: O=C(O)CCc1c(C=C2C(=O)Nc3cc(Cl)ccc32)[nH]c2c1CCCC2.